This data is from the Open Reaction Database (ORD), a public repository of structured organic reaction records. The task is: describe an organic reaction: reactants, conditions, products, and yield Starting materials: Cl.CC=1C=C2C(=CCOC2=CC1)CN (1-(6-methyl-2H-chromen-4-yl)methanamine hydrochloride). Reagents/catalysts: [Pd] (Pd/C). Run in CO (MeOH), CC(=O)O (AcOH). Run at time 8 hour. The product is CC=1C=C2C(CCOC2=CC1)CN (1-(6-methyl-3,4-dihydro-2H-chromen-4-yl)methanamine). The yield is 68.4%. As a reaction SMILES: Cl.[CH3:2][C:3]1[CH:4]=[C:5]2[C:10](=[CH:11][CH:12]=1)[O:9][CH2:8][CH:7]=[C:6]2[CH2:13][NH2:14]>CO.CC(O)=O.[Pd]>[CH3:2][C:3]1[CH:4]=[C:5]2[C:10](=[CH:11][CH:12]=1)[O:9][CH2:8][CH2:7][CH:6]2[CH2:13][NH2:14] |f:0.1|. Procedure details: To a solution of 1-(6-methyl-2H-chromen-4-yl)methanamine hydrochloride (700 mg, 3.3 mmol) in MeOH (20 mL) and AcOH (2 mL) under N2 was added 10% Pd/C (70 mg) at rt. The suspension was stirred at rt overnight under 50 psi of H2. The reaction was filtered and concentrated. The residue was dissolved in EtOAc and washed with sat. Na2CO3, and the organics were concentrated to give 400 mg (68%) of the title compound as a yellow oil. 1H NMR (300 MHz, CDCl3): δ 1.98-2.09 (2H, m), 2.28 (3H, s), 2.80-2.83... Starting materials: C(C)(C)(C)OO (tert.butyl hydroperoxide), hydrocarbon, CC1(CCC(C=2CC=CCC12)(C)C)C (1,1,4,4-tetramethyl-1,2,3,4,5,8-hexahydronaphthalene), P(=O)(O)([O-])[O-].[Na+].[Na+] (disodium hydrogen phosphate). The reagents and catalysts are [C-]#[O+].[C-]#[O+].[C-]#[O+].[C-]#[O+].[C-]#[O+].[C-]#[O+].[Mo] (molybdenum hexacarbonyl). Solvent: ClCCCl (1,2-dichloroethane). The product is O1C2CC=3C(CCC(C3CC21)(C)C)(C)C (6,7-epoxy-1,1,4,4-tetramethyl-1,2,3,4,5,6,7,8-octahydro-naphthalene). RXN SMILES: [CH3:1][C:2]1([CH3:14])[C:11]2[CH2:10][CH:9]=[CH:8][CH2:7][C:6]=2[C:5]([CH3:13])([CH3:12])[CH2:4][CH2:3]1.P([O-])([O-])(O)=[O:16].[Na+].[Na+].C(OO)(C)(C)C>ClCCCl.[C-]#[O+].[C-]#[O+].[C-]#[O+].[C-]#[O+].[C-]#[O+].[C-]#[O+].[Mo]>[O:16]1[CH:8]2[CH:9]1[CH2:10][C:11]1[C:2]([CH3:14])([CH3:1])[CH2:3][CH2:4][C:5]([CH3:13])([CH3:12])[C:6]=1[CH2:7]2 |f:1.2.3,6.7.8.9.10.11.12|. Procedure details: 35 g of a hydrocarbon mixture containing (according to GC) 43% of 1,1,4,4-tetramethyl-1,2,3,4,5,8-hexahydronaphthalene (IIh) are dissolved in 140 ml of 1,2-dichloroethane and treated in accordance with method C described in Example 1 with 0.304 g of molybdenum hexacarbonyl, 0.1148 g of disodium hydrogen phosphate and 65 ml of 2.85 molar tert.butyl hydroperoxide solution. After working-up, 30 g of crude product are obtained. 10 g thereof are chromatographed on 600 g of silica gel Merck (0.04-0.06... The reactants are C(C)(=O)O[C@H]1[C@H](OC(C2=CC=CC=C2)=O)[C@H](OC(C2=CC=CC=C2)=O)[C@H](O1)COC(C1=CC=CC=C1)=O (1-O-acetyl-2,3,5-tri-O-benzoyl-β-D-ribofuranose), C1=CC(=CC=C1[N+](=O)[O-])O (p-nitrophenol), B(F)(F)F.CCOCC (boron trifluoride diethyl etherate). Solvent: ClCCl (dichloromethane). Reaction conditions: time 8 hour. The product is C(C1=CC=CC=C1)(=O)O[C@H]1[C@H](OC2=CC=C(C=C2)[N+](=O)[O-])O[C@@H]([C@H]1OC(C1=CC=CC=C1)=O)COC(C1=CC=CC=C1)=O (p-nitrophenyl 2,3,5-tri-O-benzoyl-β-D-ribofuranoside). Yield: 71.7%. As a reaction SMILES: C(O[C@@H:5]1[O:27][C@H:26]([CH2:28][O:29][C:30](=[O:37])[C:31]2[CH:36]=[CH:35][CH:34]=[CH:33][CH:32]=2)[C@@H:16]([O:17][C:18](=[O:25])[C:19]2[CH:24]=[CH:23][CH:22]=[CH:21][CH:20]=2)[C@H:6]1[O:7][C:8](=[O:15])[C:9]1[CH:14]=[CH:13][CH:12]=[CH:11][CH:10]=1)(=O)C.[CH:38]1[C:43]([N+:44]([O-:46])=[O:45])=[CH:42][CH:41]=[C:40]([OH:47])[CH:39]=1.B(F)(F)F.CCOCC>ClCCl>[C:8]([O:7][C@@H:6]1[C@H:16]([O:17][C:18](=[O:25])[C:19]2[CH:24]=[CH:23][CH:22]=[CH:21][CH:20]=2)[C@@H:26]([CH2:28][O:29][C:30](=[O:37])[C:31]2[CH:32]=[CH:33][CH:34]=[CH:35][CH:36]=2)[O:27][C@H:5]1[O:47][C:40]1[CH:41]=[CH:42][C:43]([N+:44]([O-:46])=[O:45])=[CH:38][CH:39]=1)(=[O:15])[C:9]1[CH:14]=[CH:13][CH:12]=[CH:11][CH:10]=1 |f:2.3|. Reported procedure: A solution of 1-O-acetyl-2,3,5-tri-O-benzoyl-β-D-ribofuranose (10 g), p-nitrophenol (5.6 g, 2 eq) and boron trifluoride diethyl etherate (1.2 ml, 0.5 eq) in dry dichloromethane (100 ml) was allowed to stand at room temperature overnight. Thin-layer chromatography on silica gel [Eluant EtOAc:CHCl3:Hexanes 1:2:4] then indicated essentially complete conversion to a slightly less polar material. The solution was washed with aq bicarbonate and processed conventionally. Flash chromatography on silica ... Starting materials: C(CC#CCCCCCC)O (dec-3-yn-1-ol), C1(=CC=CC=C1)P(C1=CC=CC=C1)C1=CC=CC=C1 (triphenylphosphine), C1CC(=O)N(C1=O)Br (NBS). Run in CN(C)C=O (DMF). Run at temperature 0 celsius, time 30 minute. Yields the product BrCCC#CCCCCCC (1-bromo-dec-3-yne). The yield is 72.3%. As a reaction SMILES: [CH2:1](O)[CH2:2][C:3]#[C:4][CH2:5][CH2:6][CH2:7][CH2:8][CH2:9][CH3:10].C1(P(C2C=CC=CC=2)C2C=CC=CC=2)C=CC=CC=1.C1C(=O)N([Br:38])C(=O)C1>CN(C=O)C>[Br:38][CH2:1][CH2:2][C:3]#[C:4][CH2:5][CH2:6][CH2:7][CH2:8][CH2:9][CH3:10]. Procedure details: To a solution of dec-3-yn-1-ol (1.54 g, 10.0 mmol) in DMF (25 mL) was added triphenylphosphine (2.92 g, 11.2 mmol). The solution was cooled to 0° C. and NBS (1.92 g, 10.8 mmol) was added in portions. After stirring for 30 min at room temperature, the reaction was quenched with methanol (1 mL). The solution was diluted with ether (150 mL), washed with water, saturated aqueous NaHCO3 and brine successively. The organic layer was dried and concentrated. The residue was purified by flash chromatogra... The reactants are O=C([O-])[O-], CS(C)=O, FC(F)(Br)C(F)(Cl)CCBr, Cl, N#CC(C#N)CC(F)(F)C(F)C(F)(F)F, [K+], [K+]. Yields the product N#CC(C#N)(CCC(F)(Cl)C(F)(F)Br)CC(F)(F)C(F)C(F)(F)F. Reaction SMILES: [C:26](=[O:27])([O-:28])[O-:29].[CH3:33][S:34](=[O:35])[CH3:36].[Cl:16][C:17]([C:18]([F:19])([F:20])[Br:21])([CH2:22][CH2:23][Br:24])[F:25].[ClH:32].[F:1][C:2]([CH2:3][CH:4]([C:5]#[N:6])[C:7]#[N:8])([CH:9]([C:10]([F:11])([F:12])[F:13])[F:14])[F:15].[K+:30].[K+:31]>>[F:1][C:2]([CH2:3][C:4]([C:5]#[N:6])([C:7]#[N:8])[CH2:23][CH2:22][C:17]([Cl:16])([C:18]([F:19])([F:20])[Br:21])[F:25])([CH:9]([C:10]([F:11])([F:12])[F:13])[F:14])[F:15]. Reactants: COc1cc2c(cc1Br)-c1c(-c3cncs3)c3c(n1CC2)C(=O)N(C(C)(C)C)CCOC3, CCOC(C)=O, CCCC[Sn](CCCC)(CCCC)c1cncs1, CCCCCCC, Cc1ccccc1, c1ccc(P(c2ccccc2)(c2ccccc2)[Pd](P(c2ccccc2)(c2ccccc2)c2ccccc2)(P(c2ccccc2)(c2ccccc2)c2ccccc2)P(c2ccccc2)(c2ccccc2)c2ccccc2)cc1. The product is COc1cc2c(cc1-c1cncs1)-c1c(-c3cncs3)c3c(n1CC2)C(=O)N(C(C)(C)C)CCOC3. RXN SMILES: [Br:1][c:2]1[c:3]([O:31][CH3:32])[cH:4][c:5]2[c:10]([cH:11]1)-[c:9]1[n:8]([c:14]3[c:13]([c:12]1-[c:26]1[cH:27][n:28][cH:29][s:30]1)[CH2:20][O:19][CH2:18][CH2:17][N:16]([C:21]([CH3:22])([CH3:23])[CH3:24])[C:15]3=[O:25])[CH2:7][CH2:6]2.[C:51]([O:52][CH2:53][CH3:54])(=[O:55])[CH3:56].[CH2:33]([Sn:34]([CH2:35][CH2:36][CH2:37][CH3:43])([c:38]1[cH:39][n:40][cH:41][s:42]1)[CH2:44][CH2:45][CH2:46][CH3:47])[CH2:48][CH2:49][CH3:50].[CH3:57][CH2:58][CH2:59][CH2:60][CH2:61][CH2:62][CH3:63].[CH3:64][c:65]1[cH:66][cH:67][cH:68][cH:69][cH:70]1.[cH:71]1[cH:72][cH:73][c:74]([P:75]([Pd:76]([P:77]([c:78]2[cH:79][cH:80][cH:81][cH:82][cH:83]2)([c:84]2[cH:85][cH:86][cH:87][cH:88][cH:89]2)[c:90]2[cH:91][cH:92][cH:93][cH:94][cH:95]2)([P:96]([c:97]2[cH:98][cH:99][cH:100][cH:101][cH:102]2)([c:103]2[cH:104][cH:105][cH:106][cH:107][cH:108]2)[c:109]2[cH:110][cH:111][cH:112][cH:113][cH:114]2)[P:115]([c:116]2[cH:117][cH:118][cH:119][cH:120][cH:121]2)([c:122]2[cH:123][cH:124][cH:125][cH:126][cH:127]2)[c:128]2[cH:129][cH:130][cH:131][cH:132][cH:133]2)([c:134]2[cH:135][cH:136][cH:137][cH:138][cH:139]2)[c:140]2[cH:141][cH:142][cH:143][cH:144][cH:145]2)[cH:146][cH:147]1>>[c:2]1(-[c:38]2[cH:39][n:40][cH:41][s:42]2)[c:3]([O:31][CH3:32])[cH:4][c:5]2[c:10]([cH:11]1)-[c:9]1[n:8]([c:14]3[c:13]([c:12]1-[c:26]1[cH:27][n:28][cH:29][s:30]1)[CH2:20][O:19][CH2:18][CH2:17][N:16]([C:21]([CH3:22])([CH3:23])[CH3:24])[C:15]3=[O:25])[CH2:7][CH2:6]2. Yields the product CC1CC2(CCN1C(=O)OC(C)(C)C)Oc1ccccc1-n1cccc12. Reaction SMILES: [CH3:20][CH:21]1[N:22]([C:28](=[O:29])[O:30][C:31]([CH3:32])([CH3:33])[CH3:34])[CH2:23][CH2:24][C:25](=[O:27])[CH2:26]1.[Cl:35][CH2:36][Cl:37].[OH:1][C:2]([C:3]([F:4])([F:5])[F:6])=[O:7].[n:8]1(-[c:13]2[c:14]([OH:19])[cH:15][cH:16][cH:17][cH:18]2)[cH:9][cH:10][cH:11][cH:12]1>>[n:8]12[cH:9][cH:10][cH:11][c:12]1[C:25]1([O:19][c:14]3[c:13]-2[cH:18][cH:17][cH:16][cH:15]3)[CH2:24][CH2:23][N:22]([C:28](=[O:29])[O:30][C:31]([CH3:32])([CH3:33])[CH3:34])[CH:21]([CH3:20])[CH2:26]1. Starting materials: CC1CC(=O)CCN1C(=O)OC(C)(C)C, ClCCl, O=C(O)C(F)(F)F, Oc1ccccc1-n1cccc1.